From a dataset of the Open Reaction Database (ORD), a public repository of structured organic reaction records. describe an organic reaction: reactants, conditions, products, and yield RXN SMILES: [CH2:1]([O:2][C:3](=[O:4])[n:11]1[n:12][c:13]([O:26][CH:27]2[CH:28]([O:29][C:30]([C:31]([CH3:32])([CH3:33])[CH3:34])=[O:35])[CH:36]([O:37][C:38]([C:39]([CH3:40])([CH3:41])[CH3:42])=[O:43])[CH:44]([O:45][C:46]([C:47]([CH3:48])([CH3:49])[CH3:50])=[O:51])[CH:52]([CH2:54][O:55][C:56]([C:57]([CH3:58])([CH3:59])[CH3:60])=[O:61])[O:53]2)[c:14]([CH2:19][c:20]2[cH:21][cH:22][cH:23][cH:24][cH:25]2)[c:15]1[CH:16]([CH3:17])[CH3:18])[c:5]1[cH:6][cH:7][cH:8][cH:9][cH:10]1.[CH3:62][OH:63]>>[nH:11]1[n:12][c:13]([O:26][CH:27]2[CH:28]([O:29][C:30]([C:31]([CH3:32])([CH3:33])[CH3:34])=[O:35])[CH:36]([O:37][C:38]([C:39]([CH3:40])([CH3:41])[CH3:42])=[O:43])[CH:44]([O:45][C:46]([C:47]([CH3:48])([CH3:49])[CH3:50])=[O:51])[CH:52]([CH2:54][O:55][C:56]([C:57]([CH3:58])([CH3:59])[CH3:60])=[O:61])[O:53]2)[c:14]([CH2:19][c:20]2[cH:21][cH:22][cH:23][cH:24][cH:25]2)[c:15]1[CH:16]([CH3:17])[CH3:18]. Yields the product CC(C)c1[nH]nc(OC2OC(COC(=O)C(C)(C)C)C(OC(=O)C(C)(C)C)C(OC(=O)C(C)(C)C)C2OC(=O)C(C)(C)C)c1Cc1ccccc1. Starting materials: CC(C)c1c(Cc2ccccc2)c(OC2OC(COC(=O)C(C)(C)C)C(OC(=O)C(C)(C)C)C(OC(=O)C(C)(C)C)C2OC(=O)C(C)(C)C)nn1C(=O)OCc1ccccc1, CO. Reactants: [H-].[Na+] (sodium hydride), O (water), OC(C(=O)OC)C(C1=CC=CC=C1)(C1=CC=CC=C1)OC (methyl 2-hydroxy-3-methoxy-3,3-diphenylpropionate), COC1=NC(=NC(=C1)OC)S(=O)(=O)C (4,6-dimethoxy-2-methylsulfonylpyrimidine). The solvent is CN(C=O)C (dimethylformamide), C(C)(=O)O (acetic acid). Run at time 1 hour. Yields the product COC1=NC(=NC(=C1)OC)OC(C(=O)OC)C(C1=CC=CC=C1)(C1=CC=CC=C1)OC (Methyl 2-(4,6-dimethoxy-pyrimidin-2-yloxy)-3-methoxy-3,3-diphenylpropionate). As a reaction SMILES: [OH:1][CH:2]([C:7]([O:20][CH3:21])([C:14]1[CH:19]=[CH:18][CH:17]=[CH:16][CH:15]=1)[C:8]1[CH:13]=[CH:12][CH:11]=[CH:10][CH:9]=1)[C:3]([O:5][CH3:6])=[O:4].[H-].[Na+].[CH3:24][O:25][C:26]1[CH:31]=[C:30]([O:32][CH3:33])[N:29]=[C:28](S(C)(=O)=O)[N:27]=1.O>CN(C)C=O.C(O)(=O)C>[CH3:24][O:25][C:26]1[CH:31]=[C:30]([O:32][CH3:33])[N:29]=[C:28]([O:1][CH:2]([C:7]([O:20][CH3:21])([C:8]2[CH:13]=[CH:12][CH:11]=[CH:10][CH:9]=2)[C:14]2[CH:19]=[CH:18][CH:17]=[CH:16][CH:15]=2)[C:3]([O:5][CH3:6])=[O:4])[N:27]=1 |f:1.2|. Reported procedure: 2.86 g (10 mmol) of methyl 2-hydroxy-3-methoxy-3,3-diphenylpropionate were dissolved in 40 ml of dimethylformamide, and 0.3 g (12 mmol) of sodium hydride was added. The mixture was stirred for 1 h and then 2.2 g (10 mmol) of 4,6-dimethoxy-2-methylsulfonylpyrimidine were added. After stirring at room temperature for 24 h, cautious hydrolysis was carried out with 10 ml of water, the pH was adjusted to 5 with acetic acid, and the solvent was removed by distillation under high vacuum. The residue wa...